From a dataset of the Open Reaction Database (ORD), a public repository of structured organic reaction records. describe an organic reaction: reactants, conditions, products, and yield Starting materials: C1CNCCN1, CC#N, O=C(CCl)Nc1n[nH]c2cc(Cl)ccc12. Yields the product O=C(CN1CCNCC1)Nc1n[nH]c2cc(Cl)ccc12. RXN SMILES: [CH2:16]1[CH2:17][NH:18][CH2:19][CH2:20][NH:21]1.[CH3:22][C:23]#[N:24].[Cl:1][CH2:2][C:3](=[O:4])[NH:5][c:6]1[n:7][nH:8][c:9]2[cH:10][c:11]([Cl:15])[cH:12][cH:13][c:14]12>>[CH2:2]([C:3](=[O:4])[NH:5][c:6]1[n:7][nH:8][c:9]2[cH:10][c:11]([Cl:15])[cH:12][cH:13][c:14]12)[N:18]1[CH2:17][CH2:16][NH:21][CH2:20][CH2:19]1. Starting materials: ClC(=O)[O-].C(=C)C1=C(C=CC=C1)O.C(C)(C)N(CC)C(C)C (choroformate vinylphenol diisopropylethylamine), C(=C)C1=C(C=CC=C1)O (vinylphenol), C1CCCCC1.ClCCl (cyclohexane dichloromethane), ClC(=O)[O-] (chlorformate). Run in C1CCOC1 (THF). Product: C(OC1=C(C=CC=C1C(C)C)C(C)C)(OC1=CC=C(C=C1)C=C)=O ((2,6-diisopropyl)phenyl (4-vinyl)phenyl carbonate). RXN SMILES: Cl[C:2]([O-:4])=[O:3].[CH:5]([C:7]1[CH:12]=[CH:11][CH:10]=[CH:9][C:8]=1[OH:13])=[CH2:6].[CH:14](N(C(C)C)CC)([CH3:16])[CH3:15].[CH:23]([C:25]1[CH:30]=[CH:29][CH:28]=[CH:27][C:26]=1O)=[CH2:24].Cl[C:33]([O-])=O.C1CCCCC1.ClCCl>C1COCC1>[C:2](=[O:3])([O:4][C:28]1[CH:29]=[CH:30][C:25]([CH:23]=[CH2:24])=[CH:26][CH:27]=1)[O:13][C:8]1[C:9]([CH:14]([CH3:16])[CH3:15])=[CH:10][CH:11]=[CH:12][C:7]=1[CH:5]([CH3:33])[CH3:6] |f:0.1.2,5.6|. Reported procedure: The reaction is based on that described by Whitcombe et al (J Am Chem Soc 117, 7105–7111 (1995)); the molar ratios were choroformate:vinylphenol: diisopropylethylamine 1:1.2. The vinylphenol was dissolved in dry THF and the base added; the flask was kept in an ice bath an the chlorformate added dropwise; the flask was allowed to get to room temperature and the reaction was monitored (TLC 60–40 cyclohexane-dichloromethane)), the solvent was removed and the raw mixture was dissolved in CH2Cl2. Aft... Reactants: N1C(CNCC1)=O (piperazin-2-one), ClC1=NC=CC=C1C(F)(F)F (2-chloro-3-trifluoromethyl-pyridine), C(C)(C)N(CC)C(C)C (diisopropylethylamine). Solvent: CS(=O)C (DMSO), O (H2O). Reaction conditions: temperature 120 celsius. The product is FC(C=1C(=NC=CC1)N1CC(NCC1)=O)(F)F (4-(3-Trifluoromethyl-pyridin-2-yl)-piperazin-2-one). Reaction SMILES: [NH:1]1[CH2:6][CH2:5][NH:4][CH2:3][C:2]1=[O:7].Cl[C:9]1[C:14]([C:15]([F:18])([F:17])[F:16])=[CH:13][CH:12]=[CH:11][N:10]=1.C(N(C(C)C)CC)(C)C>CS(C)=O.O>[F:16][C:15]([F:18])([F:17])[C:14]1[C:9]([N:4]2[CH2:5][CH2:6][NH:1][C:2](=[O:7])[CH2:3]2)=[N:10][CH:11]=[CH:12][CH:13]=1. Procedure: A mixture of piperazin-2-one (4.85 g, 48.47 mmol, Avocado Research), 2-chloro-3-trifluoromethyl-pyridine (8.8 g, 48.47 mmol, TCI America) and diisopropylethylamine (11 mL, 58.16 mmol, Aldrich) in DMSO (160 mL) was heated at 120° C. for 16 h. The mixture was cooled to room temperature, diluted with H2O (500 mL) and extracted with EtOAc (2×500 mL). The combined organic extracts were dried over MgSO4 and filtered. The solvent was removed in vacuo and the residue was purified by silica gel column ch... Reactants: O=C(Cl)C(=O)Cl, ClCCl, CN(C)C=O, COC(=O)c1ccc(CN2c3ccccc3C=Cc3ccccc32)cc1. The product is O=C(Cl)c1ccc(CN2c3ccccc3C=Cc3ccccc32)cc1. As a reaction SMILES: [Cl:27][C:28]([C:29]([Cl:30])=[O:31])=[O:32].[Cl:38][CH2:39][Cl:40].[O:33]=[CH:34][N:35]([CH3:36])[CH3:37].[cH:1]1[cH:2][cH:3][cH:4][c:5]2[c:11]1[CH:10]=[CH:9][c:8]1[c:7]([cH:15][cH:14][cH:13][cH:12]1)[N:6]2[CH2:16][c:17]1[cH:18][cH:19][c:20]([C:21](=[O:22])[O:23][CH3:24])[cH:25][cH:26]1>>[cH:1]1[cH:2][cH:3][cH:4][c:5]2[c:11]1[CH:10]=[CH:9][c:8]1[c:7]([cH:15][cH:14][cH:13][cH:12]1)[N:6]2[CH2:16][c:17]1[cH:18][cH:19][c:20]([C:21](=[O:22])[Cl:27])[cH:25][cH:26]1. Starting materials: FC(C=1C=C(C(=O)N2CCC3(C(NCN3C3=C(C=CC=C3)Cl)=O)CC2)C=C(C1)C(F)(F)F)(F)F (8-(3,5-bis-trifluoromethyl-benzoyl)-1-(2-chloro-phenyl)-1,3,8-triaza-spiro[4.5]decan-4-one), Cl.ClCCN(C)C (1-chloro-2-dimethylaminoethane hydrochloride). The product is FC(C=1C=C(C(=O)N2CCC3(C(N(CN3C3=C(C=CC=C3)Cl)CCN(C)C)=O)CC2)C=C(C1)C(F)(F)F)(F)F (8-(3,5-Bis-trifluoromethyl-benzoyl)-1-(2-chloro-phenyl)-3-(2-dimethylamino-ethyl)-1,3,8-triaza-spiro[4.5]decan-4-one). Reaction SMILES: [F:1][C:2]([F:34])([F:33])[C:3]1[CH:4]=[C:5]([CH:26]=[C:27]([C:29]([F:32])([F:31])[F:30])[CH:28]=1)[C:6]([N:8]1[CH2:25][CH2:24][C:11]2([N:15]([C:16]3[CH:21]=[CH:20][CH:19]=[CH:18][C:17]=3[Cl:22])[CH2:14][NH:13][C:12]2=[O:23])[CH2:10][CH2:9]1)=[O:7].Cl.Cl[CH2:37][CH2:38][N:39]([CH3:41])[CH3:40]>>[F:32][C:29]([F:31])([F:30])[C:27]1[CH:26]=[C:5]([CH:4]=[C:3]([C:2]([F:1])([F:33])[F:34])[CH:28]=1)[C:6]([N:8]1[CH2:9][CH2:10][C:11]2([N:15]([C:16]3[CH:21]=[CH:20][CH:19]=[CH:18][C:17]=3[Cl:22])[CH2:14][N:13]([CH2:37][CH2:38][N:39]([CH3:41])[CH3:40])[C:12]2=[O:23])[CH2:24][CH2:25]1)=[O:7] |f:1.2|. Procedure details: The title compound, MS: m/e=577.0 (M+H+), was prepared in accordance with the general method of example 71 from 8-(3,5-bis-trifluoromethyl-benzoyl)-1-(2-chloro-phenyl)-1,3,8-triaza-spiro[4.5]decan-4-one and 1-chloro-2-dimethylaminoethane hydrochloride. The reactants are BrBr (bromine), BrCCCCC(=O)O (5-bromo pentanoic acid), P(Br)(Br)Br (phosphorus tribromide). Run at time 30 minute. Product: BrC(C(=O)O)CCCBr (2,5-Dibromopentanoic Acid). As a reaction SMILES: BrBr.[Br:3][CH2:4][CH2:5][CH2:6][CH2:7][C:8]([OH:10])=[O:9].P(Br)(Br)[Br:12]>>[Br:12][CH:7]([CH2:6][CH2:5][CH2:4][Br:3])[C:8]([OH:10])=[O:9]. Reported procedure: 39 ml of bromine is added to a mixture of 106 g of 5-bromo pentanoic acid and 1 ml of phosphorus tribromide. The reaction mixture is taken to 70˜80° C. for 16 hours 30 minutes. The reaction medium is taken to 100° C. for 15 minutes, then allowed to return to ambient temperature. 147 g of sought product is obtained. The reactants are CC(C)(C)OC(=O)NC1(C(=O)NC(C#N)Cc2ccc(-c3cccc(C#N)c3)cc2)CCOCC1, O=CO, N, O. Yields the product N#Cc1cccc(-c2ccc(CC(C#N)NC(=O)C3(N)CCOCC3)cc2)c1. Reaction SMILES: [C:1](#[N:2])[CH:3]([CH2:4][c:5]1[cH:6][cH:7][c:8](-[c:11]2[cH:12][c:13]([C:17]#[N:18])[cH:14][cH:15][cH:16]2)[cH:9][cH:10]1)[NH:19][C:20](=[O:21])[C:22]1([NH:28][C:29](=[O:30])[O:31][C:32]([CH3:33])([CH3:34])[CH3:35])[CH2:23][CH2:24][O:25][CH2:26][CH2:27]1.[CH:38]([OH:39])=[O:40].[NH3:37].[OH2:36]>>[C:1](#[N:2])[CH:3]([CH2:4][c:5]1[cH:6][cH:7][c:8](-[c:11]2[cH:12][c:13]([C:17]#[N:18])[cH:14][cH:15][cH:16]2)[cH:9][cH:10]1)[NH:19][C:20](=[O:21])[C:22]1([NH2:28])[CH2:23][CH2:24][O:25][CH2:26][CH2:27]1.